From a dataset of the Open Reaction Database (ORD), a public repository of structured organic reaction records. describe an organic reaction: reactants, conditions, products, and yield Reactants: C1(=CC=CC=C1)C (toluene), ClC1=CC2=C(C(C3=C(CC2)C=CC(=C3)OCC[C@H]3OC(OC3)(C)C)=O)C=C1 (2-chloro-7-(2((R)-2,2-dimethyl-[1,3]dioxolan-4-yl)-ethoxy]-10,11-dihydrodibenzo[a,d]-cyclohepten-5-one), Na—O-tert-butylate, FC1=C(N)C=CC(=C1)F (2,4-difluoroaniline), 4′-,6′-triisopropyl-biphenyl. Reagents/catalysts: CC(=O)[O-].CC(=O)[O-].[Pd+2] (Pd(OAc)2). Run in C(C)(C)(C)O (tert-BuOH). The product is FC1=C(C=CC(=C1)F)NC1=CC2=C(C(C3=C(CC2)C=CC(=C3)OCC[C@H]3OC(OC3)(C)C)=O)C=C1 (2-(2,4-Difluoro-phenylamino)-7-[2-((R)-2,2-dimethyl-[1,3]dioxolan-4-yl)-ethoxy]-10,11-dihydrodibenzo[a,d]cyclohepten-5-one). The yield is 45.0%. As a reaction SMILES: Cl[C:2]1[CH:27]=[CH:26][C:5]2[C:6](=[O:25])[C:7]3[CH:14]=[C:13]([O:15][CH2:16][CH2:17][C@@H:18]4[CH2:22][O:21][C:20]([CH3:24])([CH3:23])[O:19]4)[CH:12]=[CH:11][C:8]=3[CH2:9][CH2:10][C:4]=2[CH:3]=1.[F:28][C:29]1[CH:35]=[C:34]([F:36])[CH:33]=[CH:32][C:30]=1[NH2:31].C1(C)C=CC=CC=1>CC([O-])=O.CC([O-])=O.[Pd+2].C(O)(C)(C)C>[F:28][C:29]1[CH:35]=[C:34]([F:36])[CH:33]=[CH:32][C:30]=1[NH:31][C:2]1[CH:27]=[CH:26][C:5]2[C:6](=[O:25])[C:7]3[CH:14]=[C:13]([O:15][CH2:16][CH2:17][C@@H:18]4[CH2:22][O:21][C:20]([CH3:24])([CH3:23])[O:19]4)[CH:12]=[CH:11][C:8]=3[CH2:9][CH2:10][C:4]=2[CH:3]=1 |f:3.4.5|. Reported procedure: In accordance with general method AA, 0.70 g (1.8 mmol) of 2-chloro-7-(2((R)-2,2-dimethyl-[1,3]dioxolan-4-yl)-ethoxy]-10,11-dihydrodibenzo[a,d]-cyclohepten-5-one (360, 0.25 g (1.9 mmol) of 2,4-difluoroaniline, 0.05 g (0.22 mmol) of Pd(OAc)2, 0.10 g (0.21 mmol) of 2-(dicyclohexylphosphino)-2′-, 4′-,6′-triisopropyl-biphenyl, 0.60 g (6.2 mmol) of Na—O-tert-butylate, 5 ml of toluene and 1 ml of tert-BuOH are used. Reaction time: 1 h. Purification is carried out via flash chromatography (SiO2, hexane... Starting materials: FC1=C(C=C(C=C1)[C@@H](CCC(=O)OC)O)C ((R)-Methyl 4-(4-fluoro-3-methylphenyl)-4-hydroxybutanoate), [OH-].[K+] (KOH). Run in O1CCOCC1 (dioxane). Reaction conditions: time 30 minute. Yields the product FC1=C(C=C(C=C1)[C@@H](CCC(=O)O)O)C ((R)-4-(4-Fluoro-3-methyl-phenyl)-4-hydroxy-butanoic acid). RXN SMILES: [F:1][C:2]1[CH:7]=[CH:6][C:5]([C@H:8]([OH:15])[CH2:9][CH2:10][C:11]([O:13]C)=[O:12])=[CH:4][C:3]=1[CH3:16].[OH-].[K+]>O1CCOCC1>[F:1][C:2]1[CH:7]=[CH:6][C:5]([C@H:8]([OH:15])[CH2:9][CH2:10][C:11]([OH:13])=[O:12])=[CH:4][C:3]=1[CH3:16] |f:1.2|. Reported procedure: To a solution of (R)-Methyl 4-(4-fluoro-3-methylphenyl)-4-hydroxybutanoate (181 mg, 0.80 mmol) in 5 mL dioxane was added 5 mL aqueous 5% KOH at 25° C. The mixture was stirred for 30 min at room temperature and then the reaction quenched by the addition of 10 mL of 1M HCl and the resulting mixture extracted with ethyl acetate (2×10 mL). The combined organic layers were extracted with 5% K2CO3 (3×5 mL) and the aqueous extracts acidified with 1M HCl to pH3. The resulting white colloidal suspension ... Starting materials: FC1=CC=C(CNC(CN2C(N(CC2)C=2SC(=C(N2)C)C(=O)OCC)=O)=O)C=C1 (ethyl 2-(3-(2-(4-fluorobenzylamino)-2-oxoethyl)-2-oxoimidazolidin-1-yl)-4-methylthiazole-5-carboxylate), [OH-].[Na+] (sodium hydroxide), Cl (hydrochloric acid). Solvent: O (water), C(C)O (ethanol). Conditions: temperature 0 celsius. The product is FC1=CC=C(CNC(CN2C(N(CC2)C=2SC(=C(N2)C)C(=O)O)=O)=O)C=C1 (2-(3-(2-(4-fluorobenzylamino)-2-oxoethyl)-2-oxoimidazolidin-1-yl)-4-methylthiazole-5-carboxylic acid). The yield is 95.6%. Reaction SMILES: [F:1][C:2]1[CH:29]=[CH:28][C:5]([CH2:6][NH:7][C:8](=[O:27])[CH2:9][N:10]2[CH2:14][CH2:13][N:12]([C:15]3[S:16][C:17]([C:21]([O:23]CC)=[O:22])=[C:18]([CH3:20])[N:19]=3)[C:11]2=[O:26])=[CH:4][CH:3]=1.[OH-].[Na+].Cl>C(O)C.O>[F:1][C:2]1[CH:29]=[CH:28][C:5]([CH2:6][NH:7][C:8](=[O:27])[CH2:9][N:10]2[CH2:14][CH2:13][N:12]([C:15]3[S:16][C:17]([C:21]([OH:23])=[O:22])=[C:18]([CH3:20])[N:19]=3)[C:11]2=[O:26])=[CH:4][CH:3]=1 |f:1.2|. Reported procedure: A mixture of ethyl 2-(3-(2-(4-fluorobenzylamino)-2-oxoethyl)-2-oxoimidazolidin-1-yl)-4-methylthiazole-5-carboxylate (0.20 g, 0.48 mmol) and 1 N aqueous sodium hydroxide solution (1.0 mL, 1.0 mmol) in ethanol (2 mL) was stirred at reflux for 1 h, cooled to 0° C. and acidified with 10% aqueous hydrochloric acid to pH ˜2. The mixture was diluted with water (25 mL), and the aqueous layer was extracted with dichloromethane (2×50 mL). The aqueous layer was concentrated to dryness in vacuo to afford th...